The task is: describe an organic reaction: reactants, conditions, products, and yield. This data is from the Open Reaction Database (ORD), a public repository of structured organic reaction records. The reactants are CC(=O)Nc1cccc2c1C(=O)OC2=O, CC(=O)[O-], CC(=O)O, NC(CC(=O)O)c1ccc(OC(F)F)c(OCC2CC2)c1, [Na+]. Yields the product CC(=O)Nc1cccc2c1C(=O)N(C(CC(=O)O)c1ccc(OC(F)F)c(OCC3CC3)c1)C2=O. Reaction SMILES: [C:22]([CH3:23])(=[O:24])[NH:25][c:26]1[c:27]2[c:28]([cH:34][cH:35][cH:36]1)[C:29](=[O:30])[O:31][C:32]2=[O:33].[CH3:38][C:39](=[O:40])[O-:41].[CH3:42][C:43](=[O:44])[OH:45].[NH2:1][CH:2]([CH2:3][C:4](=[O:5])[OH:6])[c:7]1[cH:8][c:9]([O:17][CH2:18][CH:19]2[CH2:20][CH2:21]2)[c:10]([O:13][CH:14]([F:15])[F:16])[cH:11][cH:12]1.[Na+:37]>>[N:1]1([CH:2]([CH2:3][C:4](=[O:5])[OH:6])[c:7]2[cH:8][c:9]([O:17][CH2:18][CH:19]3[CH2:20][CH2:21]3)[c:10]([O:13][CH:14]([F:15])[F:16])[cH:11][cH:12]2)[C:29](=[O:30])[c:28]2[c:27]([c:26]([NH:25][C:22]([CH3:23])=[O:24])[cH:36][cH:35][cH:34]2)[C:32]1=[O:31]. The reactants are BrC=1C=C(OCC=2C=C(C=O)C=CC2)C=CC1 (3-(3-bromophenoxymethyl)benzaldehyde), C(CCC)[Sn](C1=CSC=C1)(CCCC)CCCC (tributyl(3-thienyl)stannane). Reagents/catalysts: C=1C=CC(=CC1)[P](C=2C=CC=CC2)(C=3C=CC=CC3)[Pd]([P](C=4C=CC=CC4)(C=5C=CC=CC5)C=6C=CC=CC6)([P](C=7C=CC=CC7)(C=8C=CC=CC8)C=9C=CC=CC9)[P](C=1C=CC=CC1)(C=1C=CC=CC1)C=1C=CC=CC1 (tetrakis(triphenylphosphine)palladium). The product is S1C=C(C=C1)C=1C=C(OCC=2C=C(C=O)C=CC2)C=CC1 (3-[3-(3-thienyl)phenoxymethyl)benzaldehyde). Isolated yield 76.7%. As a reaction SMILES: Br[C:2]1[CH:3]=[C:4]([CH:15]=[CH:16][CH:17]=1)[O:5][CH2:6][C:7]1[CH:8]=[C:9]([CH:12]=[CH:13][CH:14]=1)[CH:10]=[O:11].C([Sn](CCCC)(CCCC)[C:23]1[CH:27]=[CH:26][S:25][CH:24]=1)CCC>C1C=CC([P]([Pd]([P](C2C=CC=CC=2)(C2C=CC=CC=2)C2C=CC=CC=2)([P](C2C=CC=CC=2)(C2C=CC=CC=2)C2C=CC=CC=2)[P](C2C=CC=CC=2)(C2C=CC=CC=2)C2C=CC=CC=2)(C2C=CC=CC=2)C2C=CC=CC=2)=CC=1>[S:25]1[CH:26]=[CH:27][C:23]([C:2]2[CH:3]=[C:4]([CH:15]=[CH:16][CH:17]=2)[O:5][CH2:6][C:7]2[CH:8]=[C:9]([CH:12]=[CH:13][CH:14]=2)[CH:10]=[O:11])=[CH:24]1 |^1:39,41,60,79|. Procedure details: 1.4 g of 3-bromomethylbenzaldehyde was dissolved in 3 ml of dimethylformamide, and the solution was added to 5 ml of a tetrahydrofuran solution of phenolate, prepared from 1.5 g of 3-bromophenol and 0.36 g of 60% oily sodium hydride. The mixture was stirred for 2 hours at room temperature. The solvent was evaporated, and water and ethyl acetate were added to the residue to extract it. The extract was worked up in a customary manner to give crude 3-(3-bromophenoxymethyl)benzaldehyde. When the sam...